From a dataset of the Open Reaction Database (ORD), a public repository of structured organic reaction records. describe an organic reaction: reactants, conditions, products, and yield The reactants are CC(C)(C)OC(=O)N1Cc2c(Br)sc(Br)c2C1, Cc1ccccc1, [Na+], [Na+], O=C([O-])[O-], OB(O)c1ccccc1, c1ccc(P(c2ccccc2)c2ccccc2)cc1. Yields the product CC(C)(C)OC(=O)N1Cc2c(Br)sc(-c3ccccc3)c2C1. Reaction SMILES: [Br:35][c:36]1[s:37][c:38]([Br:51])[c:39]2[c:40]1[CH2:41][N:42]([C:44](=[O:45])[O:46][C:47]([CH3:48])([CH3:49])[CH3:50])[CH2:43]2.[CH3:52][c:53]1[cH:54][cH:55][cH:56][cH:57][cH:58]1.[Na+:29].[Na+:30].[O-:31][C:32](=[O:33])[O-:34].[OH:1][B:2]([OH:3])[c:4]1[cH:5][cH:6][cH:7][cH:8][cH:9]1.[c:10]1([P:11]([c:12]2[cH:13][cH:14][cH:15][cH:16][cH:17]2)[c:18]2[cH:19][cH:20][cH:21][cH:22][cH:23]2)[cH:24][cH:25][cH:26][cH:27][cH:28]1>>[c:4]1(-[c:38]2[s:37][c:36]([Br:35])[c:40]3[c:39]2[CH2:43][N:42]([C:44](=[O:45])[O:46][C:47]([CH3:48])([CH3:49])[CH3:50])[CH2:41]3)[cH:5][cH:6][cH:7][cH:8][cH:9]1. Reactants: [Br-], Cc1n[nH]c(=O)o1, CO, CCCC[N+](CCCC)(CCCC)CCCC, C[O-], O=C(CCl)c1ccc(F)cc1, ClC(Cl)Cl, [Na+]. Product: Cc1nn(CC(=O)c2ccc(F)cc2)c(=O)o1. As a reaction SMILES: [Br-:24].[CH3:1][c:2]1[n:3][nH:4][c:5](=[O:7])[o:6]1.[CH3:22][OH:23].[CH3:25][CH2:26][CH2:27][CH2:28][N+:29]([CH2:30][CH2:31][CH2:32][CH3:33])([CH2:34][CH2:35][CH2:36][CH3:37])[CH2:38][CH2:39][CH2:40][CH3:41].[CH3:8][O-:9].[Cl:11][CH2:12][C:13](=[O:14])[c:15]1[cH:16][cH:17][c:18]([F:21])[cH:19][cH:20]1.[Cl:42][CH:43]([Cl:44])[Cl:45].[Na+:10]>>[CH3:1][c:2]1[n:3][n:4]([CH2:12][C:13](=[O:14])[c:15]2[cH:16][cH:17][c:18]([F:21])[cH:19][cH:20]2)[c:5](=[O:7])[o:6]1. The reactants are C(C)OC(C=1C=C(C=CC1)C1=NC=CC(N1)=O)OCC (2-(3-diethoxymethylphenyl)- 4(3H)-pyrimidinone), P(=O)(Cl)(Cl)Cl (phosphorous oxychloride). The product is ClC1=NC(=NC=C1)C=1C=C(C=O)C=CC1 (3-(4-chloro-2-pyrimidinyl)benzaldehyde). RXN SMILES: C([O:3][CH:4](OCC)[C:5]1[CH:6]=[C:7]([C:11]2[NH:16][C:15](=O)[CH:14]=[CH:13][N:12]=2)[CH:8]=[CH:9][CH:10]=1)C.P(Cl)(Cl)([Cl:23])=O>>[Cl:23][C:15]1[CH:14]=[CH:13][N:12]=[C:11]([C:7]2[CH:6]=[C:5]([CH:10]=[CH:9][CH:8]=2)[CH:4]=[O:3])[N:16]=1. Procedure: A 5.3 g portion of 2-(3-diethoxymethylphenyl)- 4(3H)-pyrimidinone and 30 ml of phosphorous oxychloride was heated on a steam bath overnight. The excess phosphorous oxychloride was removed under vacuum and the residue taken up in chloroform and passed through a hydrous magnesium silicate pad. Evaporation of the filtrate left 3.1 g of residue which had two spots by TLC (chloroform-silica gel). Trituration of the residue with ether gave 0.4 g of 3-(4-chloro-2-pyrimidinyl)benzaldehyde, mp 136°-138° ... Reactants: O=C1CCC(=O)N1Br, ClC(Cl)(Cl)Cl, CCOC(=O)c1c(-c2ccccc2)oc(C)c1-c1ccc(F)cc1, CC(C)(C#N)N=NC(C)(C)C#N. Yields the product CCOC(=O)c1c(-c2ccccc2)oc(CBr)c1-c1ccc(F)cc1. Reaction SMILES: [Br:25][N:26]1[C:27](=[O:28])[CH2:29][CH2:30][C:31]1=[O:32].[C:45]([Cl:46])([Cl:47])([Cl:48])[Cl:49].[F:1][c:2]1[cH:3][cH:4][c:5](-[c:8]2[c:9]([C:20](=[O:21])[O:22][CH2:23][CH3:24])[c:10](-[c:14]3[cH:15][cH:16][cH:17][cH:18][cH:19]3)[o:11][c:12]2[CH3:13])[cH:6][cH:7]1.[N:33]([C:34]([CH3:35])([CH3:36])[C:37]#[N:38])=[N:39][C:40]([CH3:41])([CH3:42])[C:43]#[N:44]>>[F:1][c:2]1[cH:3][cH:4][c:5](-[c:8]2[c:9]([C:20](=[O:21])[O:22][CH2:23][CH3:24])[c:10](-[c:14]3[cH:15][cH:16][cH:17][cH:18][cH:19]3)[o:11][c:12]2[CH2:13][Br:25])[cH:6][cH:7]1. Reaction conditions: temperature 0 celsius, time 2 hour. Solvent: C(C)(=O)OCC (ethyl acetate), C(C)(=O)OCC (ethyl acetate). RXN SMILES: [NH2:1][C:2]1[CH:7]=[CH:6][C:5]([S:8]([C:11]2[CH:16]=[CH:15][CH:14]=[CH:13][CH:12]=2)(=[O:10])=[O:9])=[CH:4][C:3]=1[OH:17].N1C=CC=CC=1.[Br:24][C:25]([CH3:30])([CH3:29])[C:26](Cl)=O>C(OCC)(=O)C>[C:11]1([S:8]([C:5]2[CH:6]=[CH:7][C:2]([NH:1][CH2:26][C:25]([Br:24])([CH3:30])[CH3:29])=[C:3]([OH:17])[CH:4]=2)(=[O:10])=[O:9])[CH:16]=[CH:15][CH:14]=[CH:13][CH:12]=1. Reported procedure: To a solution of 2-amino-5-benzenesulfonyl-phenol (1.06 g., 4.26 mmol) in 8 mL ethyl acetate was added pyridine (0.345 mL, 4.26 mmol). The solution was cooled to 0° C. and 2-bromo-2-methyl-propionyl chloride (0.553 mL, 4.47 mmol) was added dropwise and stirring was continuted for 2 hours. The reaction mixture was diluted with 50 mL ethyl acetate and washed with 50 mL 10% aqueous hydrogen chloride, 50 mL saturated aqueous sodium bicarbonate, 50 mL water, then 50 mL brine. The organic phase was dr... Product: C1(=CC=CC=C1)S(=O)(=O)C=1C=CC(=C(C1)O)NCC(C)(C)Br (5-benzenesulfonyl-2-(2-bromo-2-methyl-propylamino)-phenol). The reactants are NC1=C(C=C(C=C1)S(=O)(=O)C1=CC=CC=C1)O (2-amino-5-benzenesulfonyl-phenol), N1=CC=CC=C1 (pyridine), BrC(C(=O)Cl)(C)C (2-bromo-2-methyl-propionyl chloride). Reaction SMILES: [NH2-].[Li+].N.[Li].Br[CH2:6][CH2:7][CH2:8][CH2:9][OH:10].[CH2:11]([C:19]1[CH:27]=[CH:26][C:22]([CH2:23][C:24]#[CH:25])=[CH:21][CH:20]=1)[CH2:12][CH2:13][CH2:14][CH2:15][CH2:16][CH2:17][CH3:18]>>[CH2:11]([C:19]1[CH:20]=[CH:21][C:22]([CH2:23][C:24]#[C:25][CH2:6][CH2:7][CH2:8][CH2:9][OH:10])=[CH:26][CH:27]=1)[CH2:12][CH2:13][CH2:14][CH2:15][CH2:16][CH2:17][CH3:18] |f:0.1,^1:3|. Starting materials: [NH2-].[Li+] (lithium amide), N (ammonia), [Li] (lithium), N (ammonia), ferrous sulfate, N (ammonia), BrCCCCO (4-bromo-n-butanol), C(CCCCCCC)C1=CC=C(CC#C)C=C1 (p-(n-octyl)benzylacetylene). Product: C(CCCCCCC)C1=CC=C(C=C1)CC#CCCCCO (7-[p-(n-octyl)phenyl]-5-heptyn-1-ol). Procedure details: A solution of lithium amide in liquid ammonia is prepared by the addition of lithium metal (2 mmoles) to liquid ammonia containing a trace amount of ferrous sulfate. To this solution is added 4-bromo-n-butanol (1 mmole) and p-(n-octyl)benzylacetylene (1 mmole, prepared as described in paragraph B of Example 6 or in paragraph A of this example). After a suitable time at refluxing liquid ammonia temperatures, the ammonia is removed by evaporation and the residue dissolved in water. After extractio... The reactants are C1CCOC1, [Li]CCCC, Cc1ccc2cc(C=O)ccc2c1, CCCCCC, CSSC, Cl. The product is CSc1cc2cc(C)ccc2cc1C=O. As a reaction SMILES: [CH2:30]1[O:31][CH2:32][CH2:33][CH2:34]1.[CH2:7]([Li:8])[CH2:9][CH2:10][CH3:11].[CH3:12][c:13]1[cH:14][c:15]2[cH:16][cH:17][c:18]([CH:23]=[O:24])[cH:19][c:20]2[cH:21][cH:22]1.[CH3:1][CH2:2][CH2:3][CH2:4][CH2:5][CH3:6].[CH3:25][S:26][S:27][CH3:28].[ClH:29]>>[CH3:12][c:13]1[cH:14][c:15]2[cH:16][c:17]([S:26][CH3:25])[c:18]([CH:23]=[O:24])[cH:19][c:20]2[cH:21][cH:22]1. The reactants are C1(CCC1)C=1C(=CC(NN1)=O)C1=CC=C(C=C1)OC1CCCCC1 (6-cyclobutyl-5-(4-cyclohexyloxy-phenyl)-2H-pyridazin-3-one), P(=O)(Cl)(Cl)Cl (phosphorous oxychloride). Reaction conditions: temperature 80 celsius. The product is ClC1=CC(=C(N=N1)C1CCC1)C1=CC=C(C=C1)OC1CCCCC1 (6-chloro-3-cyclobutyl-4-(4-cyclohexyloxy-phenyl)-pyridazine). Isolated yield 59.1%. Reaction SMILES: [CH:1]1([C:5]2[C:6]([C:12]3[CH:17]=[CH:16][C:15]([O:18][CH:19]4[CH2:24][CH2:23][CH2:22][CH2:21][CH2:20]4)=[CH:14][CH:13]=3)=[CH:7][C:8](=O)[NH:9][N:10]=2)[CH2:4][CH2:3][CH2:2]1.P(Cl)(Cl)([Cl:27])=O>>[Cl:27][C:8]1[N:9]=[N:10][C:5]([CH:1]2[CH2:4][CH2:3][CH2:2]2)=[C:6]([C:12]2[CH:17]=[CH:16][C:15]([O:18][CH:19]3[CH2:24][CH2:23][CH2:22][CH2:21][CH2:20]3)=[CH:14][CH:13]=2)[CH:7]=1. Reported procedure: A suspension of 6-cyclobutyl-5-(4-cyclohexyloxy-phenyl)-2H-pyridazin-3-one (0.74 mmol, 0.24 g) in phosphorous oxychloride (7.41 mmol, 0.68 mL) was heated at 80° C. for 20 minutes. The reaction mixture was cooled to room temperature and the volatiles were removed under reduced pressure. The residue was partitioned between ethyl acetate (5 mL) and saturated NaHCO3. The layers were separated and the organic layer was washed with saturated NaHCO3 (5 mL), brine (5 mL) and dried (Na2SO4). The residue ...